Dataset: the Open Reaction Database (ORD), a public repository of structured organic reaction records. Task: describe an organic reaction: reactants, conditions, products, and yield Reactants: C[Si](CCOC(NC=1C(=NOC1C)CC)=O)(C)C ((3-ethyl-5-methylisoxazol-4-yl)-carbamic acid 2-trimethylsilanylethyl ester), solution. Solvent: [F-].C(CCC)[N+](CCCC)(CCCC)CCCC (tetrabutylammonium fluoride), O1CCCC1 (tetrahydrofuran). Yields the product C(C)C1=NOC(=C1N)C (3-Ethyl-5-methylisoxazol-4-ylamine). Yield: 41.7%. As a reaction SMILES: C[Si](C)(C)CCOC(=O)[NH:7][C:8]1[C:9]([CH2:14][CH3:15])=[N:10][O:11][C:12]=1[CH3:13]>[F-].C([N+](CCCC)(CCCC)CCCC)CCC.O1CCCC1>[CH2:14]([C:9]1[C:8]([NH2:7])=[C:12]([CH3:13])[O:11][N:10]=1)[CH3:15] |f:1.2|. Procedure: A solution of (3-ethyl-5-methylisoxazol-4-yl)-carbamic acid 2-trimethylsilanylethyl ester (1.8 g) in tetrabutylammonium fluoride (26.7 ml of a 1.0M solution in tetrahydrofuran) was heated at 50° C. for 30 mins. The solvent was removed in vacuo and the residue dissolved in ethyl acetate (150 ml), washed with sodium hydrogencarbonate solution (30 ml), washed with water (30 ml) and washed with brine (30 ml). The organic layer was separated, dried over magnesium sulphate, filtered and the solvent re... Reactants: S([O-])(O)=O (bisulphite), OCC(=O)CO (1,3-dihydroxyacetone), [Se](=O)=O (selenium dioxide), NC1=NC2=NC=C(N=C2C(=N1)N)CO (2,4-diamino-6-hydroxymethyl pteridine), Cl.Cl.NC1N=CC(=C(N1N)N)N (2,3,4,5-tetraminopyrimidine dihydrochloride). The reagents and catalysts are N[C@@H](CS)C(=O)O (cysteine). Product: 2,4-diamino-6-halomethylpteridine, NC1=NC2=NC=C(N=C2C(=N1)N)CO (2,4-diamino-6-hydroxymethylpteridine), S(=O)(Cl)Cl (thionyl chloride). As a reaction SMILES: [NH2:1][C:2]1[N:11]=[C:10]([NH2:12])[C:9]2[C:4](=[N:5][CH:6]=[C:7]([CH2:13][OH:14])[N:8]=2)[N:3]=1.[ClH:15].[ClH:16].NC1N(N)C(N)=C(N)C=N1.[S:27](=[O:30])(O)[O-].OCC(CO)=O.[Se](=O)=O>N[C@H](C(O)=O)CS>[NH2:1][C:2]1[N:11]=[C:10]([NH2:12])[C:9]2[C:4](=[N:5][CH:6]=[C:7]([CH2:13][OH:14])[N:8]=2)[N:3]=1.[S:27]([Cl:16])([Cl:15])=[O:30] |f:1.2.3|. Procedure details: A three-step process is provided for preparing the L,D and DL isomers of N[p-{[(2,4-diamino-6-pteridyl)-methyl]N10 -methylamino}-benzoyl]-glutamic acid. The first step produces: 2,4-diamino-6-hydroxymethyl pteridine by condensation in a buffered aqueous media of 2,3,4,5-tetraminopyrimidine dihydrochloride with the bisulphite addition product of 1,3-dihydroxyacetone in the presence of cysteine as catalyst and using selenium dioxide and a continuous air bubbling as oxidation agents. In the next st...